This data is from the Open Reaction Database (ORD), a public repository of structured organic reaction records. The task is: describe an organic reaction: reactants, conditions, products, and yield The reactants are CCOC(=O)C(C)(C)Br, CCCn1c(CCCc2ccc(O)cc2)c(C)n(Cc2ccc(C)c(C)c2)c1=O, CCO, [K+], [K+], [Mg+2], O=S(=O)([O-])[O-], O=C([O-])[O-]. Yields the product CCCn1c(CCCc2ccc(OC(C)(C)C(=O)OCC)cc2)c(C)n(Cc2ccc(C)c(C)c2)c1=O. Reaction SMILES: [Br:30][C:31]([C:32](=[O:33])[O:34][CH2:35][CH3:36])([CH3:37])[CH3:38].[CH3:1][c:2]1[cH:3][c:4]([CH2:5][n:6]2[c:7](=[O:25])[n:8]([CH2:22][CH2:23][CH3:24])[c:9]([CH2:12][CH2:13][CH2:14][c:15]3[cH:16][cH:17][c:18]([OH:21])[cH:19][cH:20]3)[c:10]2[CH3:11])[cH:26][cH:27][c:28]1[CH3:29].[CH3:51][CH2:52][OH:53].[K+:45].[K+:46].[Mg+2:39].[O-:40][S:41]([O-:42])(=[O:43])=[O:44].[O-:47][C:48]([O-:49])=[O:50]>>[CH3:1][c:2]1[cH:3][c:4]([CH2:5][n:6]2[c:7](=[O:25])[n:8]([CH2:22][CH2:23][CH3:24])[c:9]([CH2:12][CH2:13][CH2:14][c:15]3[cH:16][cH:17][c:18]([O:21][C:31]([C:32](=[O:33])[O:34][CH2:35][CH3:36])([CH3:37])[CH3:38])[cH:19][cH:20]3)[c:10]2[CH3:11])[cH:26][cH:27][c:28]1[CH3:29].